Dataset: the Open Reaction Database (ORD), a public repository of structured organic reaction records. Task: describe an organic reaction: reactants, conditions, products, and yield Reactants: CC(C)CC(NC(=O)OCc1ccccc1)C(=O)O, ClCCCl, CN1CCOCC1, COC(=O)C(N)CC(C)C, ClCCl, Cl, On1nnc2ccccc21. The product is COC(=O)C(CC(C)C)NC(=O)C(CC(C)C)NC(=O)OCc1ccccc1. Reaction SMILES: [CH2:18]([c:19]1[cH:20][cH:21][cH:22][cH:23][cH:24]1)[O:25][C:26](=[O:27])[NH:28][CH:29]([CH2:30][CH:31]([CH3:32])[CH3:33])[C:34](=[O:35])[OH:36].[CH2:37]([Cl:38])[CH2:39][Cl:40].[CH3:11][N:12]1[CH2:13][CH2:14][O:15][CH2:16][CH2:17]1.[CH3:42][O:43][C:44]([CH:45]([NH2:46])[CH2:47][CH:48]([CH3:49])[CH3:50])=[O:51].[Cl:52][CH2:53][Cl:54].[ClH:41].[OH:1][n:2]1[c:3]2[c:4]([cH:5][cH:6][cH:7][cH:8]2)[n:9][n:10]1>>[CH2:18]([c:19]1[cH:20][cH:21][cH:22][cH:23][cH:24]1)[O:25][C:26](=[O:27])[NH:28][CH:29]([CH2:30][CH:31]([CH3:32])[CH3:33])[C:34](=[O:36])[NH:46][CH:45]([C:44]([O:43][CH3:42])=[O:51])[CH2:47][CH:48]([CH3:49])[CH3:50]. Reactants: BrC1=C(C=C(C=C1)F)OC (1-bromo-4-fluoro-2-methoxy-benzene), COC(Cl)Cl (dichloromethyl methyl ether). The reagents and catalysts are [Ti](Cl)(Cl)(Cl)Cl (titanium tetrachloride). Run in ClCCl (dichloromethane). Conditions: time 4.5 hour. Yields the product BrC=1C(=CC(=C(C=O)C1)F)OC (5-Bromo-2-fluoro-4-methoxy-benzaldehyde). Reaction SMILES: [Br:1][C:2]1[CH:7]=[CH:6][C:5]([F:8])=[CH:4][C:3]=1[O:9][CH3:10].[CH3:11][O:12]C(Cl)Cl>ClCCl.[Ti](Cl)(Cl)(Cl)Cl>[Br:1][C:2]1[C:3]([O:9][CH3:10])=[CH:4][C:5]([F:8])=[C:6]([CH:7]=1)[CH:11]=[O:12]. Procedure: 8.4 g of 1-bromo-4-fluoro-2-methoxy-benzene obtained in Production Example II-1-a was dissolved in 200 ml of dichloromethane. 21 ml of titanium tetrachloride and 5.6 ml of dichloromethyl methyl ether were added at 0° C. in nitrogen atmosphere, followed by stirring at room temperature for 4.5 hours. Then, the reaction mixture was gradually poured onto ice-water, and extracted with diethyl ether for two times. The organic layer was sequentially washed with each one portion of water, saturated aque... Conditions: time 15 minute. As a reaction SMILES: C([Li])CCC.[Cl:6][C:7]1[CH:12]=[CH:11][C:10]([S:13]([CH2:16][C:17]2[CH:22]=[C:21]([F:23])[CH:20]=[CH:19][C:18]=2[F:24])(=[O:15])=[O:14])=[CH:9][CH:8]=1.[C:25]([O:28][CH2:29][CH2:30]Br)(=[O:27])[CH3:26].[Cl-].[NH4+]>C(COC)OC.CCCCCC>[Cl:6][C:7]1[CH:12]=[CH:11][C:10]([S:13]([CH:16]([C:17]2[CH:22]=[C:21]([F:23])[CH:20]=[CH:19][C:18]=2[F:24])[CH2:26][C:25]([O:28][CH2:29][CH3:30])=[O:27])(=[O:15])=[O:14])=[CH:9][CH:8]=1 |f:3.4|. Procedure: Under an argon atmosphere and at −78° C., n-butyl lithium (a 1.57M hexane solution, 7.01 ml) was added to a dimethoxyethane solution (50 ml) of the 2-[(4-chlorophenyl)sulfonylmethyl]-1,4-difluorobenzene (3.03 g, 10.0 mmol) obtained in Example 5. The temperature of the reaction mixture was raised to room temperature, at which stirring was conducted for 15 minutes. After cooling to −78° C., bromoethyl acetate (1.33 ml, 12.0 mmol) was added to the reaction mixture. The mixture was stirred at room t... The solvent is C(OC)COC (dimethoxyethane), CCCCCC (hexane). The product is ClC1=CC=C(C=C1)S(=O)(=O)C(CC(=O)OCC)C1=C(C=CC(=C1)F)F (Ethyl 3-[(4-chlorophenyl)sulfonyl]-3-(2,5-difluorophenyl)propionate). Reactants: [Cl-].[NH4+] (ammonium chloride), C(CCC)[Li] (n-butyl lithium), ClC1=CC=C(C=C1)S(=O)(=O)CC1=C(C=CC(=C1)F)F (2-[(4-Chlorophenyl)sulfonylmethyl]-1,4-difluorobenzene), C(C)(=O)OCCBr (bromoethyl acetate). The reactants are Cc1cc2c(cc1C(F)(F)F)NC(=O)CC(c1cccc(Br)c1)=N2, CC1(C)OB(c2ccc(S(N)(=O)=O)cc2)OC1(C)C. Product: Cc1cc2c(cc1C(F)(F)F)NC(=O)CC(c1cccc(-c3ccc(S(N)(=O)=O)cc3)c1)=N2. RXN SMILES: [Br:1][c:2]1[cH:3][c:4]([C:8]2=[N:9][c:10]3[c:11]([cH:16][c:17]([C:21]([F:22])([F:23])[F:24])[c:18]([CH3:20])[cH:19]3)[NH:12][C:13](=[O:15])[CH2:14]2)[cH:5][cH:6][cH:7]1.[CH3:25][C:26]1([CH3:27])[C:28]([CH3:29])([CH3:30])[O:31][B:32]([c:33]2[cH:34][cH:35][c:36]([S:39](=[O:40])(=[O:41])[NH2:42])[cH:37][cH:38]2)[O:43]1>>[c:2]1(-[c:33]2[cH:34][cH:35][c:36]([S:39](=[O:40])(=[O:41])[NH2:42])[cH:37][cH:38]2)[cH:3][c:4]([C:8]2=[N:9][c:10]3[c:11]([cH:16][c:17]([C:21]([F:22])([F:23])[F:24])[c:18]([CH3:20])[cH:19]3)[NH:12][C:13](=[O:15])[CH2:14]2)[cH:5][cH:6][cH:7]1. Starting materials: COC(=O)CCC=C(C)CCC=C(C)CCC=C(C)CCC=C(C)C, CN1CCNCC1. Product: CC(C)=CCCC(C)=CCCC(C)=CCCC(C)=CCCC(=O)N1CCN(C)CC1. Reaction SMILES: [CH2:1]([CH:2]=[C:3]([CH3:4])[CH2:5][CH2:6][CH:7]=[C:8]([CH3:9])[CH3:10])[CH2:11][C:12](=[CH:13][CH2:14][CH2:15][C:16](=[CH:17][CH2:18][CH2:19][C:20]([O:22][CH3:21])=[O:23])[CH3:24])[CH3:25].[CH3:26][N:27]1[CH2:28][CH2:29][NH:30][CH2:31][CH2:32]1>>[CH2:1]([CH:2]=[C:3]([CH3:4])[CH2:5][CH2:6][CH:7]=[C:8]([CH3:9])[CH3:10])[CH2:11][C:12](=[CH:13][CH2:14][CH2:15][C:16](=[CH:17][CH2:18][CH2:19][C:20](=[O:22])[N:30]1[CH2:29][CH2:28][N:27]([CH3:26])[CH2:32][CH2:31]1)[CH3:24])[CH3:25]. Starting materials: CC(C)C(=O)Nc1cccc(C2CCNCC2)c1, COc1ccc(Oc2cccc(C=O)c2)cc1. Yields the product COc1ccc(Oc2cccc(CN3CCC(c4cccc(NC(=O)C(C)C)c4)CC3)c2)cc1. RXN SMILES: [CH3:18][CH:19]([C:20](=[O:21])[NH:22][c:23]1[cH:24][c:25]([CH:29]2[CH2:30][CH2:31][NH:32][CH2:33][CH2:34]2)[cH:26][cH:27][cH:28]1)[CH3:35].[CH3:1][O:2][c:3]1[cH:4][cH:5][c:6]([O:7][c:8]2[cH:9][c:10]([CH:11]=[O:12])[cH:13][cH:14][cH:15]2)[cH:16][cH:17]1>>[CH3:1][O:2][c:3]1[cH:4][cH:5][c:6]([O:7][c:8]2[cH:9][c:10]([CH2:11][N:32]3[CH2:31][CH2:30][CH:29]([c:25]4[cH:24][c:23]([NH:22][C:20]([CH:19]([CH3:18])[CH3:35])=[O:21])[cH:28][cH:27][cH:26]4)[CH2:34][CH2:33]3)[cH:13][cH:14][cH:15]2)[cH:16][cH:17]1. The reactants are O1CC(CC=2C1=C1C=CC=NC1=CC2)N (3,4-dihydro-2H-pyrano[2,3-f]quinolin-3-amine), Cl (HCl), O1CC(CC=2C1=C1C=CC=NC1=CC2)N (3,4-dihydro-2H-pyrano[2,3-f]quinolin-3-amine), Cl.Cl.FC=1C=C2C(=CNC2=CC1)CCCNC1CC=2C(=C3C=CC=NC3=CC2)OC1 (N-[3-(5-fluoro-1H-indol-3-yl)propyl]-3,4-dihydro-2H-pyrano[2,3-f]quinolin-3-amine bis-hydrochloride salt), Cl.CCOCC (HCl Et2O). Solvent: C(C)(=O)OCC (ethyl acetate), O (H2O). Yields the product FC=1C=C2C(=CNC2=CC1)CCCNC1CC=2C(=C3C=CC=NC3=CC2)OC1 (N-[3-(5-fluoro-1H-indol-3-yl)propyl]-3,4-dihydro-2H-pyrano[2,3-f]quinolin-3-amine). RXN SMILES: O1C2=C3C(=CC=C2CC(N)C1)N=CC=C3.Cl.Cl.CCOCC.Cl.Cl.[F:25][C:26]1[CH:27]=[C:28]2[C:32](=[CH:33][CH:34]=1)[NH:31][CH:30]=[C:29]2[CH2:35][CH2:36][CH2:37][NH:38][CH:39]1[CH2:52][O:51][C:42]2=[C:43]3[C:48](=[CH:49][CH:50]=[C:41]2[CH2:40]1)[N:47]=[CH:46][CH:45]=[CH:44]3>C(OCC)(=O)C.O>[F:25][C:26]1[CH:27]=[C:28]2[C:32](=[CH:33][CH:34]=1)[NH:31][CH:30]=[C:29]2[CH2:35][CH2:36][CH2:37][NH:38][CH:39]1[CH2:52][O:51][C:42]2=[C:43]3[C:48](=[CH:49][CH:50]=[C:41]2[CH2:40]1)[N:47]=[CH:46][CH:45]=[CH:44]3 |f:2.3,4.5.6|. Procedure details: This compound was prepared generally following the procedure above for example 21 using 3,4-dihydro-2H-pyrano[3,3-f]quinolin-3-amine (intermediate 1b) as starting material. It was converted to the HCl salt by dissolution in ethyl acetate and addition of 1M HCl/Et2O (2.4 eq) to generate N-[3-(5-fluoro-1H-indol-3-yl)propyl]-3,4-dihydro-2H-pyrano[2,3-f]quinolin-3-amine bis-hydrochloride salt as a yellow solid: mp 300° C./dec. MS (ESI) m/z 376 [M+H]+. Elemental analysis for C23H22FN3O·2.00 HCl·0.25 ...